Task: describe an organic reaction: reactants, conditions, products, and yield. Dataset: the Open Reaction Database (ORD), a public repository of structured organic reaction records Reactants: OCC#CC=1C=C(C=CC1)C(CC(=O)C1=CC(=NC=C1)C)C1=C(C=CC=C1)C (3-[3-(3-hydroxy-prop-1-ynyl)-phenyl]-1-(2-methyl-pyridin-4-yl)-3-o-tolyl-propan-1-one), Cl.NO (hydroxylamine hydrochloride), C(=O)(O)[O-].[Na+] (NaHCO3). The product is OCC#CC=1C=C(C=CC1)C(CC(=NO)C1=CC(=NC=C1)C)C1=C(C=CC=C1)C (3-[3-(3-Hydroxy-prop-1-ynyl)-phenyl]-1-(2-methyl-pyridin-4-yl)-3-o-tolyl-propan-1-one oxime). Reaction SMILES: [OH:1][CH2:2][C:3]#[C:4][C:5]1[CH:6]=[C:7]([CH:11]([C:22]2[CH:27]=[CH:26][CH:25]=[CH:24][C:23]=2[CH3:28])[CH2:12][C:13]([C:15]2[CH:20]=[CH:19][N:18]=[C:17]([CH3:21])[CH:16]=2)=O)[CH:8]=[CH:9][CH:10]=1.Cl.[NH2:30][OH:31].C([O-])(O)=O.[Na+]>>[OH:1][CH2:2][C:3]#[C:4][C:5]1[CH:6]=[C:7]([CH:11]([C:22]2[CH:27]=[CH:26][CH:25]=[CH:24][C:23]=2[CH3:28])[CH2:12][C:13]([C:15]2[CH:20]=[CH:19][N:18]=[C:17]([CH3:21])[CH:16]=2)=[N:30][OH:31])[CH:8]=[CH:9][CH:10]=1 |f:1.2,3.4|. Procedure details: In analogy to example 74, step 7, from 3-[3-(3-hydroxy-prop-1-ynyl)-phenyl]-1-(2-methyl-pyridin-4-yl)-3-o-tolyl-propan-1-one and hydroxylamine hydrochloride in the presence of NaHCO3 was prepared the title compound as a mixture of E and Z isomers (3:1) as a white foam, MS (ESI+): m/z=385.1 ([M+H]+). Reactants: CC(C[C@@](CC#C)(C(F)(F)F)O[Si](CC)(CC)CC)(C)C1=C(C(=O)N)C=C(C=C1)F (2-((S)-1,1-dimethyl-3-triethylsilanyloxy-3-trifluoromethylhex-5-ynyl)-5-fluorobenzamide), Cl (HCl). Run in CO (MeOH). Conditions: time 2 hour. Yields the product FC=1C=CC(=C(C(=O)N)C1)C(C[C@@](CC#C)(C(F)(F)F)O)(C)C (5-fluoro-2-((S)-3-hydroxy-1,1-dimethyl-3-trifluoromethylhex-5-ynyl)benzamide). Yield: 100.0%. RXN SMILES: [CH3:1][C:2]([C:21]1[CH:29]=[CH:28][C:27]([F:30])=[CH:26][C:22]=1[C:23]([NH2:25])=[O:24])([CH3:20])[CH2:3][C@:4]([O:12][Si](CC)(CC)CC)([C:8]([F:11])([F:10])[F:9])[CH2:5][C:6]#[CH:7].Cl>CO>[F:30][C:27]1[CH:28]=[CH:29][C:21]([C:2]([CH3:20])([CH3:1])[CH2:3][C@:4]([OH:12])([C:8]([F:10])([F:11])[F:9])[CH2:5][C:6]#[CH:7])=[C:22]([CH:26]=1)[C:23]([NH2:25])=[O:24]. Reported procedure: To a solution of 7.1 g of 2-((S)-1,1-dimethyl-3-triethylsilanyloxy-3-trifluoromethylhex-5-ynyl)-5-fluorobenzamide (15.7 mmol) in 80 mL of MeOH was added 400 mL of HCl (4 N in dioxane, 1.6 mol). The reaction was stirred for 2 hours at room temperature. The volatiles were concentrated in vacuo and 500 mL of water was added. The reaction mixture was then extracted with ethyl acetate, dried over sodium sulfate, and concentrated in vacuo to afford 5.2 g (100%) of 5-fluoro-2-((S)-3-hydroxy-1,1-dimethy... Starting materials: CC(=O)OC(C)=O, O=C(O)CC(=Cc1cccc2ccccc12)C(=O)O. Product: O=C1CC(=Cc2cccc3ccccc23)C(=O)O1. RXN SMILES: [CH3:20][C:21]([O:22][C:23](=[O:24])[CH3:25])=[O:26].[c:1]1([CH:11]=[C:12]([C:13](=[O:14])[OH:15])[CH2:16][C:17](=[O:18])[OH:19])[cH:2][cH:3][cH:4][c:5]2[cH:6][cH:7][cH:8][cH:9][c:10]12>>[c:1]1([CH:11]=[C:12]2[C:13](=[O:15])[O:19][C:17](=[O:18])[CH2:16]2)[cH:2][cH:3][cH:4][c:5]2[cH:6][cH:7][cH:8][cH:9][c:10]12.